From a dataset of the Open Reaction Database (ORD), a public repository of structured organic reaction records. describe an organic reaction: reactants, conditions, products, and yield Reactants: OC1=CC=CC=2NN=NC21 (Hydroxybenzotriazole), Cl.CN(CCCN=C=NCC)C (1-(3-dimethylaminopropyl)-3-ethylcarbodiimide hydrochloride), CNC(NN)=S (4-methyl-3-thiosemicarbazide), C1(=NC=CC2=CC=CC=C12)C(=O)O (1-isoquinoline carboxylic acid). The solvent is CN(C=O)C (dimethylformamide), C(C)N(CC)CC (triethylamine). The product is C1(=NC=CC2=CC=CC=C12)C=1N(C(=NN1)S)C (5-Isoquinolin-1-yl-4-methyl-4H-[1,2,4]triazole-3-thiol). Isolated yield 78.6%. As a reaction SMILES: OC1C2N=NNC=2C=CC=1.Cl.CN(C)CCCN=C=NCC.[CH3:23][NH:24][C:25](=[S:28])[NH:26][NH2:27].[C:29]1([C:39](O)=O)[C:38]2[C:33](=[CH:34][CH:35]=[CH:36][CH:37]=2)[CH:32]=[CH:31][N:30]=1>CN(C)C=O.C(N(CC)CC)C>[C:29]1([C:39]2[N:24]([CH3:23])[C:25]([SH:28])=[N:26][N:27]=2)[C:38]2[C:33](=[CH:34][CH:35]=[CH:36][CH:37]=2)[CH:32]=[CH:31][N:30]=1 |f:1.2|. Procedure: Hydroxybenzotriazole (0.078 g), 1-(3-dimethylaminopropyl)-3-ethylcarbodiimide hydrochloride (0.11 g) and triethylamine were added successively to a cooled solution (0° C.) of 4-methyl-3-thiosemicarbazide (0.061 g) and 1-isoquinoline carboxylic acid (0.10 g) in dimethylformamide (3 ml). Following addition the cooling bath was removed and the mixture was stirred at room temperature over night and then the reaction mixture was evaporated to dryness. To the residue was added sodium hydroxide solutio... The reactants are solution, C[Al](C)C (Me3Al), hexanes, CC=1C(=CC=2C(CCC(C2C1)(C)C)(C)C)C#C ((5,6,7,8-tetrahydro-3,5,5,8,8-pentamethylnaphthalen-2-yl)acetylene), CC=1C(=CC=2C(CCC(C2C1)(C)C)(C)C)C#C ((5,6,7,8-tetrahydro-3,5,5,8,8-pentamethylnaphthalen-2-yl)acetylene), [O-]S(=O)(=S)[O-].[Na+].[Na+] (Na2S2O3), II (iodine), C1CCOC1 (THF). Reagents/catalysts: [Cl-].[Cl-].[CH-]1C=CC=C1.[CH-]1C=CC=C1.[Zr+2] (zirconocene dichloride). The solvent is ClCCCl (1,2-dichloroethane), ClCCCl (1,2-dichloroethane). Run at time 19 hour. Product: CC=1C(=CC=2C(CCC(C2C1)(C)C)(C)C)/C(=C/I)/C ((E)-2-(5,6,7,8-tetrahydro-3,5,5,8,8-pentamethylnaphthalen-2-yl)-1-iodopropene). The yield is 49.0%. Reaction SMILES: C[Al](C)C.[CH3:5][C:6]1[C:7](C#C)=C[C:9]2[C:10]([CH3:19])([CH3:18])[CH2:11][CH2:12][C:13]([CH3:17])([CH3:16])[C:14]=2[CH:15]=1.[I:22]I.[O-]S([O-])(=S)=O.[Na+].[Na+].[CH2:31]1[CH2:35]O[CH2:33][CH2:32]1>[Cl-].[Cl-].[CH-]1C=CC=C1.[CH-]1C=CC=C1.[Zr+2].ClCCCl>[CH3:33][C:32]1[C:15](/[C:6](/[CH3:5])=[CH:7]/[I:22])=[CH:14][C:9]2[C:10]([CH3:19])([CH3:18])[CH2:11][CH2:12][C:13]([CH3:17])([CH3:16])[C:35]=2[CH:31]=1 |f:3.4.5,7.8.9.10.11|. Reported procedure: A 2M solution of Me3Al and hexanes (6.80 mL, 13.6 mmol) was added to a solution of zirconocene dichloride (1.98 g, 6.80 mmol) and 18 mL of 1,2-dichloroethane at room temperature under argon. The resulting yellow-green solution was treated with a solution of (5,6,7,8-tetrahydro-3,5,5,8,8 -pentamethylnaphthalen-2-yl)acetylene (Compound 10, 1.53 g, 6.80 mmol) and 3 mL of 1,2-dichloroethane and the mixture stirred for 19 hours at room temperature. A solution of iodine (2.07 g, 8.13 mmol) and THF (15... Reactants: CCOC(=O)CC#N, N#Cc1ccc(C=O)cc1, C1CCNCC1, CCO. Product: CCOC(=O)C(C#N)=Cc1ccc(C#N)cc1. As a reaction SMILES: [C:11](#[N:12])[CH2:13][C:14](=[O:15])[O:16][CH2:17][CH3:18].[C:1](#[N:2])[c:3]1[cH:4][cH:5][c:6]([CH:7]=[O:8])[cH:9][cH:10]1.[CH2:19]1[CH2:20][CH2:21][NH:22][CH2:23][CH2:24]1.[CH3:25][CH2:26][OH:27]>>[C:1](#[N:2])[c:3]1[cH:4][cH:5][c:6]([CH:7]=[C:13]([C:11]#[N:12])[C:14](=[O:15])[O:16][CH2:17][CH3:18])[cH:9][cH:10]1. Starting materials: NC(CC1=CC=CC=C1)(C1=CC(=CC(=C1)C(F)(F)F)F)C=1C=C(C=CC1)CCCCCCC(=O)OCC (ethyl 7-(3-(1-amino-1-(3-fluoro-5-(trifluoromethyl)phenyl)-2-phenylethyl)phenyl)heptanoate), C1(CCCC1)N=C=O (cyclopentyl isocyanate), [OH-].[Li+] (lithium hydroxide), C1CCOC1 (THF). Run in C(Cl)Cl (DCM). Conditions: time 18 hour. Yields the product C1(CCCC1)NC(NC(CC1=CC=CC=C1)(C1=CC(=CC(=C1)C(F)(F)F)F)C=1C=C(C=CC1)CCCCCCC(=O)O)=O (7-(3-(1-(3-cyclopentylureido)-1-(3-fluoro-5-(trifluoromethyl)phenyl)-2-phenylethyl)phenyl)heptanoic acid). Yield: 26.7%. RXN SMILES: [NH2:1][C:2]([C:21]1[CH:22]=[C:23]([CH2:27][CH2:28][CH2:29][CH2:30][CH2:31][CH2:32][C:33]([O:35]CC)=[O:34])[CH:24]=[CH:25][CH:26]=1)([C:10]1[CH:15]=[C:14]([C:16]([F:19])([F:18])[F:17])[CH:13]=[C:12]([F:20])[CH:11]=1)[CH2:3][C:4]1[CH:9]=[CH:8][CH:7]=[CH:6][CH:5]=1.[CH:38]1([N:43]=[C:44]=[O:45])[CH2:42][CH2:41][CH2:40][CH2:39]1.C1COCC1.[OH-].[Li+]>C(Cl)Cl>[CH:38]1([NH:43][C:44](=[O:45])[NH:1][C:2]([C:21]2[CH:22]=[C:23]([CH2:27][CH2:28][CH2:29][CH2:30][CH2:31][CH2:32][C:33]([OH:35])=[O:34])[CH:24]=[CH:25][CH:26]=2)([C:10]2[CH:15]=[C:14]([C:16]([F:18])([F:17])[F:19])[CH:13]=[C:12]([F:20])[CH:11]=2)[CH2:3][C:4]2[CH:9]=[CH:8][CH:7]=[CH:6][CH:5]=2)[CH2:42][CH2:41][CH2:40][CH2:39]1 |f:3.4|. Procedure: To a solution of ethyl 7-(3-(1-amino-1-(3-fluoro-5-(trifluoromethyl)phenyl)-2-phenylethyl)phenyl)heptanoate (169 mg, 0.33 mmol) in anhydrous DCM (1 mL) was added cyclopentyl isocyanate (22 mg, 0.2 mmol). The reaction mixture was stirred at rt for 18 h. To the reaction mixture was added anhydrous THF (1 mL) and the mixture was stirred at room temperature for additional 1 h. The solvents were evaporated on a rotary evaporator and the residue was dissolved in methanol and purified by preparative HP... Reactants: CC(C)(C)C1CCC(OS(C)(=O)=O)CC1, O=C([O-])[O-], CC(C)(C)O, CCC(C)=O, ClCCl, [Cs+], [Cs+], CC1(c2ncc3c(I)c(O)ccc3n2)COC(=O)N1. Product: CC1(c2ncc3c(I)c(OC4CCC(C(C)(C)C)CC4)ccc3n2)COC(=O)N1. Reaction SMILES: [C:20]([CH3:21])([CH3:22])([CH3:23])[CH:24]1[CH2:25][CH2:26][CH:27]([O:30][S:31]([CH3:32])(=[O:33])=[O:34])[CH2:28][CH2:29]1.[C:35](=[O:36])([O-:37])[O-:38].[C:41]([OH:42])([CH3:43])([CH3:44])[CH3:45].[CH3:46][C:47](=[O:48])[CH2:49][CH3:50].[Cl:51][CH2:52][Cl:53].[Cs+:39].[Cs+:40].[OH:1][c:2]1[c:3]([I:19])[c:4]2[cH:5][n:6][c:7]([C:12]3([CH3:18])[NH:13][C:14](=[O:17])[O:15][CH2:16]3)[n:8][c:9]2[cH:10][cH:11]1>>[O:1]([c:2]1[c:3]([I:19])[c:4]2[cH:5][n:6][c:7]([C:12]3([CH3:18])[NH:13][C:14](=[O:17])[O:15][CH2:16]3)[n:8][c:9]2[cH:10][cH:11]1)[CH:27]1[CH2:26][CH2:25][CH:24]([C:20]([CH3:21])([CH3:22])[CH3:23])[CH2:29][CH2:28]1. Product: COC(CCC1=NC(=CC=C1OCCC(CCC=C(C)C)C)C#CC1=CC=C(C=C1)C(=O)OC)=O (3-{6-[2-(4-methoxycarbonylphenyl)-ethinyl]-3-[(3RS)-3,7-dimethyl-6-octenyloxy]-2-pyridyl}-propionic acid methyl ester). Yield: 74.2%. RXN SMILES: [CH3:1][O:2][C:3](=[O:25])[CH2:4][CH2:5][C:6]1[C:11]([OH:12])=[CH:10][CH:9]=[C:8]([C:13]#[C:14][C:15]2[CH:20]=[CH:19][C:18]([C:21]([O:23][CH3:24])=[O:22])=[CH:17][CH:16]=2)[N:7]=1.Br[CH2:27][CH2:28][CH:29]([CH3:36])[CH2:30][CH2:31][CH:32]=[C:33]([CH3:35])[CH3:34]>>[CH3:1][O:2][C:3](=[O:25])[CH2:4][CH2:5][C:6]1[C:11]([O:12][CH2:27][CH2:28][CH:29]([CH3:36])[CH2:30][CH2:31][CH:32]=[C:33]([CH3:35])[CH3:34])=[CH:10][CH:9]=[C:8]([C:13]#[C:14][C:15]2[CH:16]=[CH:17][C:18]([C:21]([O:23][CH3:24])=[O:22])=[CH:19][CH:20]=2)[N:7]=1. Procedure: Under the conditions of example 1 D, 500 mg of 3-{3-hydroxy-6-[2-(4-methoxycarbonylphenyl)-ethinyl]-2-pyridyl}-propionic acid methyl ester is reacted with 354 mg of 1-bromo-(3RS)-3,7-dimethyl-6-octene, worked up, and the crude product is chromatographed on silica gel with hexane/0-10% ethyl acetate. 522 mg of 3-{6-[2-(4-methoxycarbonylphenyl)-ethinyl]-3-[(3RS)-3,7-dimethyl-6-octenyloxy]-2-pyridyl}-propionic acid methyl ester is obtained as yellow oil. Reactants: COC(CCC1=NC(=CC=C1O)C#CC1=CC=C(C=C1)C(=O)OC)=O (3-{3-hydroxy-6-[2-(4-methoxycarbonylphenyl)-ethinyl]-2-pyridyl}-propionic acid methyl ester), BrCCC(CCC=C(C)C)C (1-bromo-(3RS)-3,7-dimethyl-6-octene). Starting materials: BrCc1ccccc1, CCCCCC, [H-], [Na+], CN(C)C=O, O, CC(C)(C#N)CO. RXN SMILES: [Br:10][CH2:11][c:12]1[cH:13][cH:14][cH:15][cH:16][cH:17]1.[CH3:18][CH2:19][CH2:20][CH2:21][CH2:22][CH3:23].[H-:1].[Na+:2].[O:24]=[CH:25][N:26]([CH3:27])[CH3:28].[OH2:29].[OH:3][CH2:4][C:5]([C:6]#[N:7])([CH3:8])[CH3:9]>>[O:3]([CH2:4][C:5]([C:6]#[N:7])([CH3:8])[CH3:9])[CH2:11][c:12]1[cH:13][cH:14][cH:15][cH:16][cH:17]1. Product: CC(C)(C#N)COCc1ccccc1. Reactants: COC([C@@H](CC=1C=C2C=CN=C(C2=CC1OC(F)(F)F)N)N1C([C@H](CC1)NS(=O)(=O)C1=CN=C(S1)N1CCCC1)=O)=O ((R)-3-(1-Amino-7-trifluoromethoxy-isoquinolin-6-yl)-2-[(S)-2-oxo-3-(2-pyrrolidin-1-yl-thiazole-5-sulfonylamino)-pyrrolidin-1-yl]-propionic acid methyl ester), C(CC)O (1-propanol). The reagents and catalysts are [Ti+4].CC([O-])C (titanium(IV) isopropoxide). Yields the product C(CC)OC([C@@H](CC=1C=C2C=CN=C(C2=CC1OC(F)(F)F)N)N1C([C@H](CC1)NS(=O)(=O)C1=CN=C(S1)N1CCCC1)=O)=O ((R)-3-(1-Amino-7-trifluoromethoxy-isoquinolin-6-yl)-2-[(S)-2-oxo-3-(2-pyrrolidin-1-yl-thiazole-5-sulfonylamino)-pyrrolidin-1-yl]-propionic acid propyl ester). RXN SMILES: [CH3:1][O:2][C:3](=[O:42])[C@H:4]([N:22]1[CH2:26][CH2:25][C@H:24]([NH:27][S:28]([C:31]2[S:35][C:34]([N:36]3[CH2:40][CH2:39][CH2:38][CH2:37]3)=[N:33][CH:32]=2)(=[O:30])=[O:29])[C:23]1=[O:41])[CH2:5][C:6]1[CH:7]=[C:8]2[C:13](=[CH:14][C:15]=1[O:16][C:17]([F:20])([F:19])[F:18])[C:12]([NH2:21])=[N:11][CH:10]=[CH:9]2.[CH2:43](O)[CH2:44]C>[Ti+4].CC(C)[O-]>[CH2:1]([O:2][C:3](=[O:42])[C@H:4]([N:22]1[CH2:26][CH2:25][C@H:24]([NH:27][S:28]([C:31]2[S:35][C:34]([N:36]3[CH2:37][CH2:38][CH2:39][CH2:40]3)=[N:33][CH:32]=2)(=[O:29])=[O:30])[C:23]1=[O:41])[CH2:5][C:6]1[CH:7]=[C:8]2[C:13](=[CH:14][C:15]=1[O:16][C:17]([F:18])([F:19])[F:20])[C:12]([NH2:21])=[N:11][CH:10]=[CH:9]2)[CH2:43][CH3:44] |f:2.3|. Reported procedure: To 57 mg (91 μmol) (R)-3-(1-Amino-7-trifluoromethoxy-isoquinolin-6-yl)-2-[(S)-2-oxo-3-(2-pyrrolidin-1-yl-thiazole-5-sulfonylamino)-pyrrolidin-1-yl]-propionic acid methyl ester in 2 ml 1-propanol, 64.4 mg (227 μmol, 2.5 eq) titanium(IV)-isopropoxide are added.